This data is from the Open Reaction Database (ORD), a public repository of structured organic reaction records. The task is: describe an organic reaction: reactants, conditions, products, and yield Reactants: NC1=C(C(=NN1)C1=CC=C(C=C1)OC1=CC=CC=C1)C(=O)N (5-amino-3-(4-phenoxyphenyl)-1H-pyrazole-4-carboxamide), BrCC(=O)C1=CC(=CC=C1)[N+](=O)[O-] (2-bromo-1-(3-nitrophenyl)ethanone). Run in CCO (EtOH). Conditions: temperature 80 celsius, time 16 hour. Product: [N+](=O)([O-])C=1C=C(C=CC1)C=1NC=2N(N=C(C2C(=O)N)C2=CC=C(C=C2)OC2=CC=CC=C2)C1 (2-(3-nitrophenyl)-6-(4-phenoxyphenyl)-1H-imidazo[1,2-b]pyrazole-7-carboxamide). Yield: 11.4%. Reaction SMILES: [NH2:1][C:2]1[NH:6][N:5]=[C:4]([C:7]2[CH:12]=[CH:11][C:10]([O:13][C:14]3[CH:19]=[CH:18][CH:17]=[CH:16][CH:15]=3)=[CH:9][CH:8]=2)[C:3]=1[C:20]([NH2:22])=[O:21].Br[CH2:24][C:25]([C:27]1[CH:32]=[CH:31][CH:30]=[C:29]([N+:33]([O-:35])=[O:34])[CH:28]=1)=O>CCO>[N+:33]([C:29]1[CH:28]=[C:27]([C:25]2[NH:1][C:2]3[N:6]([CH:24]=2)[N:5]=[C:4]([C:7]2[CH:8]=[CH:9][C:10]([O:13][C:14]4[CH:19]=[CH:18][CH:17]=[CH:16][CH:15]=4)=[CH:11][CH:12]=2)[C:3]=3[C:20]([NH2:22])=[O:21])[CH:32]=[CH:31][CH:30]=1)([O-:35])=[O:34]. Procedure details: A mixture of 5-amino-3-(4-phenoxyphenyl)-1H-pyrazole-4-carboxamide (29.4 mg, 0.1 mmol) and 2-bromo-1-(3-nitrophenyl)ethanone (24.4 mg, 0.1 mmol) in EtOH (2 mL) was stirred at 80° C. for 16 hr. The mixture was filtered to afford 5 mg of crude 2-(3-nitrophenyl)-6-(4-phenoxyphenyl)-1H-imidazo[1,2-b]pyrazole-7-carboxamide as a yellow solid. MS (ESI) m/e [M+1]+ 440.0. The reactants are [B] (boron), CN1CC=2N(C3=C(C1=O)C(=CC=C3)C(F)(F)F)C=NC2C=O (5,6-dihydro-5-methyl-6-oxo-7-trifluoromethyl-4H-imidazo[1,5-a][1,4]benzodiazepine-3-carboxaldehyde), [B] (boron), SCCO (2-mercaptoethanol). Run in ClCCl (dichloromethane), ClCCl (dichloromethane). Conditions: time 24 hour. Yields the product CN1CC=2N(C3=C(C1=O)C(=CC=C3)C(F)(F)F)C=NC2C2OCCS2 (5,6-dihydro-5-methyl-3-(1,3-oxathiolan-2-yl)-7-trifluoromethyl-imidazo[1,5-a][1,4]benzodiazepine-6(4H)-one). Isolated yield 47.0%. Reaction SMILES: [CH3:1][N:2]1[C:8](=[O:9])[C:7]2[C:10]([C:14]([F:17])([F:16])[F:15])=[CH:11][CH:12]=[CH:13][C:6]=2[N:5]2[CH:18]=[N:19][C:20]([CH:21]=[O:22])=[C:4]2[CH2:3]1.[B].[SH:24][CH2:25][CH2:26]O>ClCCl>[CH3:1][N:2]1[C:8](=[O:9])[C:7]2[C:10]([C:14]([F:15])([F:17])[F:16])=[CH:11][CH:12]=[CH:13][C:6]=2[N:5]2[CH:18]=[N:19][C:20]([CH:21]3[S:24][CH2:25][CH2:26][O:22]3)=[C:4]2[CH2:3]1. Procedure: To a solution of 400 mg (1.29 mmol) of 5,6-dihydro-5-methyl-6-oxo-7-trifluoromethyl-4H-imidazo[1,5-a][1,4]benzodiazepine-3-carboxaldehyde in 12 ml of dichloromethane with 0.04 ml of boron trifluoroethate, there was added a solution of 0.18 ml (1.29 mmole) of 2-mercaptoethanol in 40 ml of dichloromethane dropwise over 5 hours. After 18 hours further 0.02 ml of boron trifluoroetherate was added and the reaction mixture was stirred for 24 hours at ambient temperature. The reaction mixture was extra... The reactants are C(C)OC(=O)[C@@H]1N=C(O[C@H]1CC1CCCCC1)C=1OC2=C(C1C)C(=CC=C2)OCCCN(CC=2C=NC=CC2)C(=O)OC(C)(C)C (5-Cyclohexylmethyl-2-(3-methyl-4-{3-[tert-butoxycarbonyl-(pyridin-3-ylmethyl)-amino]-propoxy}-benzofuran-2-yl)-trans-4,5-dihydro-oxazole-4-carboxylic acid ethyl ester). The reagents and catalysts are O.OO.[Ni] (nickel peroxide hydrate). Run in C1(=CC=CC=C1)C (toluene). Product: C(C)OC(=O)C=1N=C(OC1CC1CCCCC1)C=1OC2=C(C1C)C(=CC=C2)OCCCN(CC=2C=NC=CC2)C(=O)OC(C)(C)C (5-cyclohexylmethyl-2-(3-methyl-4-{3-[tert-butoxycarbonyl-(pyridin-3-ylmethyl)-amino]-propoxy}-benzofuran-2-yl)-oxazole-4-carboxylic acid ethyl ester). Isolated yield 22.1%. As a reaction SMILES: [CH2:1]([O:3][C:4]([C@H:6]1[C@H:10]([CH2:11][CH:12]2[CH2:17][CH2:16][CH2:15][CH2:14][CH2:13]2)[O:9][C:8]([C:18]2[O:19][C:20]3[CH:27]=[CH:26][CH:25]=[C:24]([O:28][CH2:29][CH2:30][CH2:31][N:32]([C:40]([O:42][C:43]([CH3:46])([CH3:45])[CH3:44])=[O:41])[CH2:33][C:34]4[CH:35]=[N:36][CH:37]=[CH:38][CH:39]=4)[C:21]=3[C:22]=2[CH3:23])=[N:7]1)=[O:5])[CH3:2]>C1(C)C=CC=CC=1.O.OO.[Ni]>[CH2:1]([O:3][C:4]([C:6]1[N:7]=[C:8]([C:18]2[O:19][C:20]3[CH:27]=[CH:26][CH:25]=[C:24]([O:28][CH2:29][CH2:30][CH2:31][N:32]([C:40]([O:42][C:43]([CH3:44])([CH3:46])[CH3:45])=[O:41])[CH2:33][C:34]4[CH:35]=[N:36][CH:37]=[CH:38][CH:39]=4)[C:21]=3[C:22]=2[CH3:23])[O:9][C:10]=1[CH2:11][CH:12]1[CH2:13][CH2:14][CH2:15][CH2:16][CH2:17]1)=[O:5])[CH3:2] |f:2.3.4|. Procedure details: 5-Cyclohexylmethyl-2-(3-methyl-4-{3-[tert-butoxycarbonyl-(pyridin-3-ylmethyl)-amino]-propoxy}-benzofuran-2-yl)-trans-4,5-dihydro-oxazole-4-carboxylic acid ethyl ester (10.0 mg) and nickel peroxide hydrate (22 mg) in toluene (2 ml) was heated at 80° C. under the atmosphere of argon for 23 hours. The reaction mixture was directly poured onto silica gel column chromatography and eluted with 2:3 mixture of n-hexane and ethyl acetate to give 5-cyclohexylmethyl-2-(3-methyl-4-{3-[tert-butoxycarbonyl-(p... The reactants are ClC1=C(C=CC(=C1)OCCN(CC)CC)C(C(CC)=C)=O (1-[2-Chloro-4-(2-diethylaminoethoxy)phenyl]-2-methylene-1-butanone), ClC1=C(C=CC(=C1)OCCN1CCCCC1)C(CCC)=O (1-[2-chloro-4-(2-piperidinoethoxy)phenyl]-1-butanone). Yields the product ClC1=C(C=CC(=C1)OCCN1CCCCC1)C(C(CC)=C)=O (1-[2-Chloro-4-(2-piperidinoethoxy)phenyl]-2-methylene-1-butanone). Reaction SMILES: [Cl:1][C:2]1[CH:7]=[C:6]([O:8][CH2:9][CH2:10][N:11]([CH2:14][CH3:15])[CH2:12][CH3:13])[CH:5]=[CH:4][C:3]=1[C:16](=[O:21])[C:17](=[CH2:20])[CH2:18][CH3:19].Cl[C:23]1C=C(OCCN2CCCCC2)C=CC=1C(=O)CCC>>[Cl:1][C:2]1[CH:7]=[C:6]([O:8][CH2:9][CH2:10][N:11]2[CH2:12][CH2:13][CH2:23][CH2:15][CH2:14]2)[CH:5]=[CH:4][C:3]=1[C:16](=[O:21])[C:17](=[CH2:20])[CH2:18][CH3:19]. Procedure: This compound is prepared by essentially the same procedure as described in Example 1 Step B except that the 1-[2-chloro-4-(2-diethylaminoethoxy)phenyl]-1-butanone of Example 1 Step B is replaced by an equimolecular quantity of 1-[2-chloro-4-(2-piperidinoethoxy)phenyl]-1-butanone. The product is obtained as a yellow oil upon distillation in vacuo (0.3 mm.). Starting materials: [OH-].[Na+] (sodium hydroxide), C([O-])(O)=O.[Na+] (sodium bicarbonate), [N+](=O)([O-])C1=CC=C(COC(=O)N2[C@@H](C[C@H](C2)O[Si](C)(C)C(C)(C)C)CC(C(=O)OC)C(=O)OC)C=C1 ((2R,4R)-1-(p-Nitrobenzyloxycarbonyl)-2-(2,2-dimethoxycarbonylethyl)-4-t-butyldimethylsilyloxypyrrolidine), Cl (hydrochloric acid). Run in O1CCCC1 (tetrahydrofuran), CO (methanol), O (water). Conditions: time 1.5 hour. Product: [N+](=O)([O-])C1=CC=C(COC(=O)N2[C@@H](C[C@H](C2)O)CCC(=O)O)C=C1 ((2R,4R)-1-(p-nitrobenzyloxycarbonyl)-2-(2-carboxyethyl)-4-hydroxypyrrolidine). Reaction SMILES: [N+:1]([C:4]1[CH:36]=[CH:35][C:7]([CH2:8][O:9][C:10]([N:12]2[CH2:16][C@H:15]([O:17][Si](C(C)(C)C)(C)C)[CH2:14][C@H:13]2[CH2:25][CH:26](C(OC)=O)[C:27]([O:29]C)=[O:28])=[O:11])=[CH:6][CH:5]=1)([O-:3])=[O:2].[OH-].[Na+].Cl.C(=O)(O)[O-].[Na+]>CO.O.O1CCCC1>[N+:1]([C:4]1[CH:5]=[CH:6][C:7]([CH2:8][O:9][C:10]([N:12]2[CH2:16][C@H:15]([OH:17])[CH2:14][C@H:13]2[CH2:25][CH2:26][C:27]([OH:29])=[O:28])=[O:11])=[CH:35][CH:36]=1)([O-:3])=[O:2] |f:1.2,4.5|. Reported procedure: (2R,4R)-1-(p-Nitrobenzyloxycarbonyl)-2-(2,2-dimethoxycarbonylethyl)-4-t-butyldimethylsilyloxypyrrolidine (1.04 g) was dissolved in 6 ml of methanol, 3 ml of 4N sodium hydroxide solution was added thereto, and the resulting mixture was stirred at room temperature for 1.5 hours. The reaction mixture was acidified with 6 ml of 6N hydrochloric acid, and 5 ml of tetrahydrofuran was added thereto. The resulting mixture was stirred at room temperature for 2 days, diluted with water, adjusted to alkalin... Starting materials: C(C)(=O)O[C@@H]1[C@@H](SCC=CC2=CC=CC=C2)O[C@@H]([C@H]([C@@H]1OC(C)=O)OC(C)=O)C (Cinnamyl 2,3,4-tri-O-acetyl-6-deoxy-1-thio-α-D-mannopyranoside), C[O-].[Na+] (sodium methoxide). Solvent: CO (methanol). The product is S([C@@H]1[C@@H](O)[C@@H](O)[C@H](O)[C@H](O1)C)CC=CC1=CC=CC=C1 (Cinnamyl 6-deoxy-1-thio-α-D-mannopyranoside). As a reaction SMILES: C([O:4][C@H:5]1[C@@H:20]([O:21]C(=O)C)[C@H:19]([O:25]C(=O)C)[C@@H:18]([CH3:29])[O:17][C@@H:6]1[S:7][CH2:8][CH:9]=[CH:10][C:11]1[CH:16]=[CH:15][CH:14]=[CH:13][CH:12]=1)(=O)C.C[O-].[Na+]>CO>[S:7]([CH2:8][CH:9]=[CH:10][C:11]1[CH:16]=[CH:15][CH:14]=[CH:13][CH:12]=1)[C@H:6]1[O:17][C@H:18]([CH3:29])[C@@H:19]([OH:25])[C@H:20]([OH:21])[C@@H:5]1[OH:4] |f:1.2|. Reported procedure: Compound 21 is deacetylated with sodium methoxide in methanol to give 22 in near quantitative yield: [α]D27 +354° (C 1.0, chloroform); MS:m/e 296 (M.+), 278 (M.+ --H2O), 147 (M.+ --SCH2CH=CHC6H5).